This data is from the Open Reaction Database (ORD), a public repository of structured organic reaction records. The task is: describe an organic reaction: reactants, conditions, products, and yield Reaction conditions: temperature 110 celsius, time 45 minute. RXN SMILES: [CH:1]1([S:4]([C:7]2[CH:12]=[CH:11][C:10]([CH:13]([CH2:27][CH:28]3[CH2:33][CH2:32][O:31][CH2:30][CH2:29]3)[C:14](=O)[CH2:15][CH2:16][C:17]([C:19]3[CH:24]=[CH:23][C:22]([F:25])=[CH:21][N:20]=3)=O)=[CH:9][CH:8]=2)(=[O:6])=[O:5])[CH2:3][CH2:2]1.C([O-])(=O)C.[NH4+:38]>C(O)(=O)C.C(OCC)(=O)C>[CH:1]1([S:4]([C:7]2[CH:8]=[CH:9][C:10]([CH:13]([C:14]3[NH:38][C:17]([C:19]4[CH:24]=[CH:23][C:22]([F:25])=[CH:21][N:20]=4)=[CH:16][CH:15]=3)[CH2:27][CH:28]3[CH2:29][CH2:30][O:31][CH2:32][CH2:33]3)=[CH:11][CH:12]=2)(=[O:5])=[O:6])[CH2:3][CH2:2]1 |f:1.2|. Product: C1(CC1)S(=O)(=O)C1=CC=C(C=C1)C(CC1CCOCC1)C1=CC=C(N1)C1=NC=C(C=C1)F (2-(5-{1-[4-(cyclopropylsulfonyl)phenyl]-2-(tetrahydro-2H-pyran-4-yl)ethyl}-1H-pyrrol-2-yl)-5-fluoropyridine). The reactants are C1(CC1)S(=O)(=O)C1=CC=C(C=C1)C(C(CCC(=O)C1=NC=C(C=C1)F)=O)CC1CCOCC1 (5-[4-(cyclopropylsulfonyl)phenyl]-1-(5-fluoropyridin-2-yl)-6-(tetrahydro-2H-pyran-4-yl)hexane-1,4-dione), C(C)(=O)[O-].[NH4+] (ammonium acetate). Reported procedure: To a solution of 5-[4-(cyclopropylsulfonyl)phenyl]-1-(5-fluoropyridin-2-yl)-6-(tetrahydro-2H-pyran-4-yl)hexane-1,4-dione (65 mg) in acetic acid (3 mL) was added ammonium acetate (170 mg), and the mixture was stirred at 110° C. for 45 min. After cooling to room temperature, the reaction mixture was diluted with ethyl acetate and washed with water. The ethyl acetate layer was washed with saturated aqueous sodium hydrogen carbonate and saturated brine, dried (MgSO4) and concentrated. The residue wa... Isolated yield 56.1%. Solvent: C(C)(=O)OCC (ethyl acetate), C(C)(=O)O (acetic acid). Reactants: C(=O)([O-])[O-].[Na+].[Na+] (Na2CO3), OC(C[C@@]1(CCN(C(O1)=O)[C@@H](C)C1=CC=C(C=C1)B1OC(C(O1)(C)C)(C)C)C1=CC=CC=C1)(C)C ((S)-6-(2-hydroxy-2-methylpropyl)-6-phenyl-3-{(S)-1-[4-(4,4,5,5-tetramethyl-1,3,2-dioxaborolan-2-yl)phenyl]ethyl}-1,3-oxazinan-2-one), COC(=O)C1=NC=C(C=C1)Br (5-bromo-pyridine-2-carboxylic acid methyl ester). Run in CN(C=O)C (dimethylformamide). Reaction conditions: temperature 100 celsius, time 8 hour. Yields the product OC(C[C@@]1(CCN(C(O1)=O)[C@@H](C)C1=CC=C(C=C1)C=1C=CC(=NC1)C(=O)O)C1=CC=CC=C1)(C)C (5-(4-{(S)-1-[(S)-6-(2-Hydroxy-2-methyl-propyl)-2-oxo-6-phenyl-[1,3]oxazinan-3-yl]-ethyl}-phenyl)-pyridine-2-carboxylic acid). RXN SMILES: C([O-])([O-])=O.[Na+].[Na+].[OH:7][C:8]([CH3:41])([CH3:40])[CH2:9][C@@:10]1([C:34]2[CH:39]=[CH:38][CH:37]=[CH:36][CH:35]=2)[O:15][C:14](=[O:16])[N:13]([C@H:17]([C:19]2[CH:24]=[CH:23][C:22](B3OC(C)(C)C(C)(C)O3)=[CH:21][CH:20]=2)[CH3:18])[CH2:12][CH2:11]1.C[O:43][C:44]([C:46]1[CH:51]=[CH:50][C:49](Br)=[CH:48][N:47]=1)=[O:45]>CN(C)C=O>[OH:7][C:8]([CH3:40])([CH3:41])[CH2:9][C@@:10]1([C:34]2[CH:39]=[CH:38][CH:37]=[CH:36][CH:35]=2)[O:15][C:14](=[O:16])[N:13]([C@H:17]([C:19]2[CH:20]=[CH:21][C:22]([C:49]3[CH:50]=[CH:51][C:46]([C:44]([OH:43])=[O:45])=[N:47][CH:48]=3)=[CH:23][CH:24]=2)[CH3:18])[CH2:12][CH2:11]1 |f:0.1.2|. Procedure: 2 M aqueous Na2CO3 solution (1.3 mL) was added to a solution of (S)-6-(2-hydroxy-2-methylpropyl)-6-phenyl-3-{(S)-1-[4-(4,4,5,5-tetramethyl-1,3,2-dioxaborolan-2-yl)phenyl]ethyl}-1,3-oxazinan-2-one (0.60 g) and 5-bromo-pyridine-2-carboxylic acid methyl ester (0.41 g) in dimethylformamide (4 mL). The resulting mixture was sparged with argon for 10 min, before [1,1′-bis(diphenylphosphino)ferrocene]dichloropalladium(II) dichloromethane complex (61 mg) was added. The mixture was heated to 100° C. and ... Reactants: ClC=1N=C(C2=CC=CC=C2C1)N1CCN(CC1)CC (3-Chloro-1-(4-ethylpiperazin-1-yl)isoquinoline), 4-(1,3,2-dioxaborynan-2-yl)-1-(1,3-dioxolan-2-yl) benzene, C([O-])([O-])=O.[Cs+].[Cs+] (cesium carbonate), CN(C=O)C (dimethylformamide). Reagents/catalysts: C=1C=CC(=CC1)[P](C=2C=CC=CC2)(C=3C=CC=CC3)[Pd]([P](C=4C=CC=CC4)(C=5C=CC=CC5)C=6C=CC=CC6)([P](C=7C=CC=CC7)(C=8C=CC=CC8)C=9C=CC=CC9)[P](C=1C=CC=CC1)(C=1C=CC=CC1)C=1C=CC=CC1 (tetrakistriphenylphosphinepalladium). Reported procedure: 3-Chloro-1-(4-ethylpiperazin-1-yl)isoquinoline (3.5 g) and 4-(1,3,2-dioxaborynan-2-yl)-1-(1,3-dioxolan-2-yl) benzene (5.0 g) were reacted in dimethylformamide (50 ml), in the presence of cesium carbonate (7.3 g) and tetrakistriphenylphosphinepalladium (0.3 g) at 80° C. in a nitrogen stream for 12 hr. The reaction solution was evaporated, and then partitioned between ethyl acetate and water. The resulting organic layer was washed with water, dried and evaporated. The resulting residue was purifie... As a reaction SMILES: Cl[C:2]1[N:3]=[C:4]([N:12]2[CH2:17][CH2:16][N:15]([CH2:18][CH3:19])[CH2:14][CH2:13]2)[C:5]2[C:10]([CH:11]=1)=[CH:9][CH:8]=[CH:7][CH:6]=2.[C:20](=[O:23])([O-])[O-].[Cs+].[Cs+].CN(C)[CH:28]=[O:29]>C1C=CC([P]([Pd]([P](C2C=CC=CC=2)(C2C=CC=CC=2)C2C=CC=CC=2)([P](C2C=CC=CC=2)(C2C=CC=CC=2)C2C=CC=CC=2)[P](C2C=CC=CC=2)(C2C=CC=CC=2)C2C=CC=CC=2)(C2C=CC=CC=2)C2C=CC=CC=2)=CC=1>[O:29]1[CH2:28][CH2:20][O:23][CH:4]1[C:5]1[CH:10]=[CH:9][CH:8]=[CH:7][C:6]=1[C:2]1[N:3]=[C:4]([N:12]2[CH2:17][CH2:16][N:15]([CH2:18][CH3:19])[CH2:14][CH2:13]2)[C:5]2[C:10]([CH:11]=1)=[CH:9][CH:8]=[CH:7][CH:6]=2 |f:1.2.3,^1:34,36,55,74|. The product is O1C(OCC1)C1=C(C=CC=C1)C=1N=C(C2=CC=CC=C2C1)N1CCN(CC1)CC (3-[(1,3-Dioxolan-2-yl)phenyl]-1-(4-ethylpiperazin-1-yl)isoquinoline). Reactants: C1(CCCCC1)CN1C=C(C2=CC=CC(=C12)OC)C(N)=S (1-(cyclohexyl)methyl-7-methoxy-1H-indole-3-carbothioic acid amide), C(C)OC(C(C(CC)Cl)=O)=O (3-chloro-2-oxo-pentanoic acid ethyl ester). Product: C(C)OC(=O)C=1N=C(SC1CC)C1=CN(C2=C(C=CC=C12)OC)CC1CCCCC1 (2-(1-cyclohexylmethyl-7-methoxy-1H-indol-3-yl)-5-ethyl-thiazole-4-carboxylic acid ethyl ester). Procedure: A mixture of 1-(cyclohexyl)methyl-7-methoxy-1H-indole-3-carbothioic acid amide (0.227 g, 0.754 mmol) and crude 3-chloro-2-oxo-pentanoic acid ethyl ester (1.34 g, 7.52 mmol) in dimethylformamide (4 ml) was subjected to microwave irradiation for 25 min at 140° C. The reaction mixture was concentrated in vacuo and the obtained reside was purified by silica gel column chromatography eluting with 25% acetone in heptane to afford crude 2-(1-cyclohexylmethyl-7-methoxy-1H-indol-3-yl)-5-ethyl-thiazole-4-... As a reaction SMILES: [CH:1]1([CH2:7][N:8]2[C:16]3[C:11](=[CH:12][CH:13]=[CH:14][C:15]=3[O:17][CH3:18])[C:10]([C:19](=[S:21])[NH2:20])=[CH:9]2)[CH2:6][CH2:5][CH2:4][CH2:3][CH2:2]1.[CH2:22]([O:24][C:25](=[O:32])[C:26](=O)[CH:27](Cl)[CH2:28][CH3:29])[CH3:23]>CN(C)C=O>[CH2:22]([O:24][C:25]([C:26]1[N:20]=[C:19]([C:10]2[C:11]3[C:16](=[C:15]([O:17][CH3:18])[CH:14]=[CH:13][CH:12]=3)[N:8]([CH2:7][CH:1]3[CH2:2][CH2:3][CH2:4][CH2:5][CH2:6]3)[CH:9]=2)[S:21][C:27]=1[CH2:28][CH3:29])=[O:32])[CH3:23]. Solvent: CN(C=O)C (dimethylformamide). Isolated yield 152.3%.